Dataset: the Open Reaction Database (ORD), a public repository of structured organic reaction records. Task: describe an organic reaction: reactants, conditions, products, and yield Reactants: C1(CCCC1)COC1=CC=CC(=N1)C(=O)OC (methyl 6-(cyclopentylmethoxy)picolinate), CC#N (CH3CN). Product: C1(CCCC1)COC1=CC=CC(=N1)C(CC#N)=O (3-(6-(cyclopentylmethoxy)pyridin-2-yl)-3-oxopropanenitrile). Reaction SMILES: [CH:1]1([CH2:6][O:7][C:8]2[N:13]=[C:12]([C:14]([O:16]C)=O)[CH:11]=[CH:10][CH:9]=2)[CH2:5][CH2:4][CH2:3][CH2:2]1.[CH3:18][C:19]#[N:20]>>[CH:1]1([CH2:6][O:7][C:8]2[N:13]=[C:12]([C:14](=[O:16])[CH2:18][C:19]#[N:20])[CH:11]=[CH:10][CH:9]=2)[CH2:2][CH2:3][CH2:4][CH2:5]1. Reported procedure: CH3CN addition to methyl 6-(cyclopentylmethoxy)picolinate following the method described in Example 6 gave 3-(6-(cyclopentylmethoxy)pyridin-2-yl)-3-oxopropanenitrile as a yellow oil which was used in the next step without further purification. Yield (1.22 g, quant.). Reactants: O=O (oxygen), C(C=C)(=O)OCC (ethyl acrylate), C(CC)O (n-propyl alcohol), ON1C(C=2C(C1=O)=CC=CC2)=O (N-hydroxyphthalimide), C(C)#N (acetonitrile). Reagents/catalysts: C(C)(=O)[O-].[Co+2].C(C)(=O)[O-] (cobalt(II) acetate). Product: OC(C(=O)OCC)CC(CC)O (ethyl 2,4-dihydroxyhexanoate), C(C)C1CC(C(=O)O1)O (γ-ethyl-α-hydroxy-γ-butyrolactone), C(\C=C\C=C\C)(=O)OCC (ethyl sorbate). RXN SMILES: [C:1]([O:5][CH2:6][CH3:7])(=[O:4])[CH:2]=[CH2:3].[CH2:8]([OH:11])[CH2:9][CH3:10].[OH:12]N1[C:17](=[O:18])[C:16]2=CC=C[CH:22]=[C:15]2[C:14]1=O.C(#N)C.O=O>C([O-])(=O)C.[Co+2].C([O-])(=O)C>[OH:12][CH:2]([CH2:3][CH:8]([OH:11])[CH2:9][CH3:10])[C:1]([O:5][CH2:6][CH3:7])=[O:4].[CH2:16]([CH:17]1[O:18][C:8](=[O:11])[CH:9]([OH:4])[CH2:10]1)[CH3:15].[C:1]([O:5][CH2:6][CH3:7])(=[O:4])/[CH:2]=[CH:3]/[CH:14]=[CH:15]/[CH3:22] |f:5.6.7|. Procedure: A mixture of 10 mmol of ethyl acrylate, 100 mmol of n-propyl alcohol, 1 mmol of N-hydroxyphthalimide, 0.01 mmol of cobalt(II) acetate, 0.1 mmol of acetylacetonatocobalt(III), and 54 mmol of acetonitrile was stirred at 50° C. in an oxygen atmosphere (1 atm) for 8 hours. A reaction mixture was concentrated, and the concentrate was subjected to column chromatography on a silica gel to yield ethyl 2,4-dihydroxyhexanoate, γ-ethyl-α-hydroxy-γ-butyrolactone, and ethyl sorbate in yields of 14%, 40%, and... Starting materials: C1(CC1)[Mg]Br (cyclopropyl magnesium bromide), C(O)([O-])=O.[Na+] (sodium hydrogen carbonate), NC1=C(C#N)C=C(C=C1)Cl (2-Amino-5-chlorobenzonitrile), Cl (hydrochloric acid). Solvent: C1CCOC1 (THF), C(C)(=O)OCC (ethyl acetate). Conditions: temperature 0 celsius. Product: NC1=C(C=C(C=C1)Cl)C(=O)C1CC1 ((2-amino-5-chlorophenyl)(cyclopropyl)methanone). Yield: 83.0%. RXN SMILES: [NH2:1][C:2]1[CH:9]=[CH:8][C:7]([Cl:10])=[CH:6][C:3]=1[C:4]#N.[CH:11]1([Mg]Br)[CH2:13][CH2:12]1.Cl.C(=O)([O-])[OH:18].[Na+]>C1COCC1.C(OCC)(=O)C>[NH2:1][C:2]1[CH:9]=[CH:8][C:7]([Cl:10])=[CH:6][C:3]=1[C:4]([CH:11]1[CH2:13][CH2:12]1)=[O:18] |f:3.4|. Procedure: 2-Amino-5-chlorobenzonitrile (500 mg, 3.28 mmol) was dissolved in THF (10 mL), and while stirring the reaction solution at 0° C., cyclopropyl magnesium bromide (0.5 M THF solution, 26.4 mL) was added dropwise thereto. The reaction solution was stirred overnight under heating at 80° C., followed by ice-cooling, and 2 N hydrochloric acid was added thereto under ice-cooling. After the reaction solution was stirred at room temperature for 2 hours, the solution was diluted with ethyl acetate and then... Reactants: ClCCl, Cc1nc(C(=O)N2CCOC3(CCN(CCOc4cccc(CCO)c4)CC3)C2)cs1, O=C(O)C(F)(F)F. The product is Cc1nc(C(=O)N2CCOC3(CCN(CCOc4cccc(CC=O)c4)CC3)C2)cs1. Reaction SMILES: [Cl:39][CH2:40][Cl:41].[OH:1][CH2:2][CH2:3][c:4]1[cH:5][c:6]([O:7][CH2:8][CH2:9][N:10]2[CH2:11][CH2:12][C:13]3([CH2:14][N:15]([C:19](=[O:20])[c:21]4[n:22][c:23]([CH3:26])[s:24][cH:25]4)[CH2:16][CH2:17][O:18]3)[CH2:27][CH2:28]2)[cH:29][cH:30][cH:31]1.[OH:32][C:33]([C:34]([F:35])([F:36])[F:37])=[O:38]>>[O:1]=[CH:2][CH2:3][c:4]1[cH:5][c:6]([O:7][CH2:8][CH2:9][N:10]2[CH2:11][CH2:12][C:13]3([CH2:14][N:15]([C:19](=[O:20])[c:21]4[n:22][c:23]([CH3:26])[s:24][cH:25]4)[CH2:16][CH2:17][O:18]3)[CH2:27][CH2:28]2)[cH:29][cH:30][cH:31]1. The product is N#Cc1ccc(-c2cccc3[nH]c4ccccc4c23)cn1. Reaction SMILES: [C:18](=[O:19])([O-:20])[O-:21].[C:1](#[N:2])[c:3]1[n:4][cH:5][c:6]([B:9]2[O:10][C:11]([CH3:12])([CH3:13])[C:14]([CH3:15])([CH3:16])[O:17]2)[cH:7][cH:8]1.[Cl:24][CH2:25][Cl:26].[Cs+:22].[Cs+:23].[F:27][C:28]([F:29])([F:30])[S:31]([O:32][c:33]1[cH:34][cH:35][cH:36][c:37]2[nH:38][c:39]3[cH:40][cH:41][cH:42][cH:43][c:44]3[c:45]12)(=[O:46])=[O:47].[O:48]1[CH2:49][CH2:50][O:51][CH2:52][CH2:53]1.[OH2:54]>>[C:1](#[N:2])[c:3]1[n:4][cH:5][c:6](-[c:33]2[cH:34][cH:35][cH:36][c:37]3[nH:38][c:39]4[cH:40][cH:41][cH:42][cH:43][c:44]4[c:45]23)[cH:7][cH:8]1. The reactants are O=C([O-])[O-], CC1(C)OB(c2ccc(C#N)nc2)OC1(C)C, ClCCl, [Cs+], [Cs+], O=S(=O)(Oc1cccc2[nH]c3ccccc3c12)C(F)(F)F, C1COCCO1, O. The reactants are ClC(=O)OC(C)C (isopropyl chloroformate), Cl.CC1=C(N=NN1C1=CC=CC=C1)C=1CCNCC1 (4-(5-methyl-1-phenyl-1H-[1,2,3]-triazol-4-yl]-1,2,3,6-tetrahydropyridine hydrochloride), [Cl-].[NH4+] (ammonium chloride). The solvent is N1=CC=CC=C1 (Pyridine). The product is C1(=CC=CC=C1)N1N=NC(=C1C)C=1CCN(CC1)C(=O)OC(C)C (isopropyl 4-[1-phenyl-5-methyl-1H-[1,2,3]-triazol-4-yl]-1,2,3,6-tetrahydropyridine-1-carboxylate). Reaction SMILES: Cl[C:2]([O:4][CH:5]([CH3:7])[CH3:6])=[O:3].Cl.[CH3:9][C:10]1[N:14]([C:15]2[CH:20]=[CH:19][CH:18]=[CH:17][CH:16]=2)[N:13]=[N:12][C:11]=1[C:21]1[CH2:22][CH2:23][NH:24][CH2:25][CH:26]=1.[Cl-].[NH4+]>N1C=CC=CC=1>[C:15]1([N:14]2[C:10]([CH3:9])=[C:11]([C:21]3[CH2:22][CH2:23][N:24]([C:2]([O:4][CH:5]([CH3:7])[CH3:6])=[O:3])[CH2:25][CH:26]=3)[N:12]=[N:13]2)[CH:16]=[CH:17][CH:18]=[CH:19][CH:20]=1 |f:1.2,3.4|. Reported procedure: Pyridine (0.5 ml) and 0.01 ml of isopropyl chloroformate were added to 4-(5-methyl-1-phenyl-1H-[1,2,3]-triazol-4-yl]-1,2,3,6-tetrahydropyridine hydrochloride prepared in the above 1) and the mixture was stirred for one night. A saturated aqueous solution of ammonium chloride was added to the reaction solution, the mixture was extracted with ethyl acetate, the organic layer was dried over sodium sulfate and the solvent was evaporated in vacuo. The resulting residue was separated and purified by a... Starting materials: BrCC(=O)C1=CC=2C(CCC(C2C=C1)(C)C)(C)C (2-bromo-1-(5,5,8,8-tetramethyl-5,6,7,8-tetrahydronaphthalen-2-yl)ethanone), OCCCCNC1CCN(CCC1)C(N)=S (4-(4-hydroxybutylamino)azepane-1-carbothioic acid amide). Yields the product CC1(C=2C=CC(=CC2C(CC1)(C)C)C=1N=C(SC1)N1CCC(CCC1)NCCCCO)C (4-{1-[4-(5,5,8,8-tetramethyl-5,6,7,8-tetrahydronaphthalen-2-yl)thiazol-2-yl]azepan-4-ylamino}butan-1-ol). Reaction SMILES: Br[CH2:2][C:3]([C:5]1[CH:14]=[CH:13][C:12]2[C:11]([CH3:16])([CH3:15])[CH2:10][CH2:9][C:8]([CH3:18])([CH3:17])[C:7]=2[CH:6]=1)=O.[OH:19][CH2:20][CH2:21][CH2:22][CH2:23][NH:24][CH:25]1[CH2:31][CH2:30][CH2:29][N:28]([C:32](=[S:34])[NH2:33])[CH2:27][CH2:26]1>>[CH3:15][C:11]1([CH3:16])[CH2:10][CH2:9][C:8]([CH3:17])([CH3:18])[C:7]2[CH:6]=[C:5]([C:3]3[N:33]=[C:32]([N:28]4[CH2:29][CH2:30][CH2:31][CH:25]([NH:24][CH2:23][CH2:22][CH2:21][CH2:20][OH:19])[CH2:26][CH2:27]4)[S:34][CH:2]=3)[CH:14]=[CH:13][C:12]1=2. Procedure details: The preparation is carried out as already described starting from 508 mg (1.15 mmol) of 2-bromo-1-(5,5,8,8-tetramethyl-5,6,7,8-tetrahydronaphthalen-2-yl)ethanone and the product from step c. The purification was carried out by means of preparative HPLC. The product is in the form of the hydrochloride. The reactants are [BH4-], CO, Cl, [Li+], CC(=Nn1c(=O)c(C2=NS(=O)(=O)c3ccccc3N2)c(O)c2ccccc21)c1ccsc1, C1CCOC1, O. Product: CC(Nn1c(=O)c(C2=NS(=O)(=O)c3ccccc3N2)c(O)c2ccccc21)c1ccsc1. Reaction SMILES: [BH4-:35].[CH3:33][OH:34].[ClH:37].[Li+:36].[O:1]=[S:2]1(=[O:32])[N:3]=[C:4]([c:12]2[c:13](=[O:31])[n:14]([N:23]=[C:24]([CH3:25])[c:26]3[cH:27][s:28][cH:29][cH:30]3)[c:15]3[cH:16][cH:17][cH:18][cH:19][c:20]3[c:21]2[OH:22])[NH:5][c:6]2[c:7]1[cH:8][cH:9][cH:10][cH:11]2.[O:38]1[CH2:39][CH2:40][CH2:41][CH2:42]1.[OH2:43]>>[O:1]=[S:2]1(=[O:32])[N:3]=[C:4]([c:12]2[c:13](=[O:31])[n:14]([NH:23][CH:24]([CH3:25])[c:26]3[cH:27][s:28][cH:29][cH:30]3)[c:15]3[cH:16][cH:17][cH:18][cH:19][c:20]3[c:21]2[OH:22])[NH:5][c:6]2[c:7]1[cH:8][cH:9][cH:10][cH:11]2.